From a dataset of the Open Reaction Database (ORD), a public repository of structured organic reaction records. describe an organic reaction: reactants, conditions, products, and yield The reactants are O=C(CCCCCl)c1ccc(C(F)(F)F)cc1, CCC(=O)Nc1cccc(C2CCNCC2)c1. Product: CCC(=O)Nc1cccc(C2CCN(CCCCC(=O)c3ccc(C(F)(F)F)cc3)CC2)c1. Reaction SMILES: [Cl:1][CH2:2][CH2:3][CH2:4][CH2:5][C:6](=[O:7])[c:8]1[cH:9][cH:10][c:11]([C:14]([F:15])([F:16])[F:17])[cH:12][cH:13]1.[NH:18]1[CH2:19][CH2:20][CH:21]([c:24]2[cH:25][c:26]([NH:30][C:31]([CH2:32][CH3:33])=[O:34])[cH:27][cH:28][cH:29]2)[CH2:22][CH2:23]1>>[CH2:2]([CH2:3][CH2:4][CH2:5][C:6](=[O:7])[c:8]1[cH:9][cH:10][c:11]([C:14]([F:15])([F:16])[F:17])[cH:12][cH:13]1)[N:18]1[CH2:19][CH2:20][CH:21]([c:24]2[cH:25][c:26]([NH:30][C:31]([CH2:32][CH3:33])=[O:34])[cH:27][cH:28][cH:29]2)[CH2:22][CH2:23]1.